Dataset: the Open Reaction Database (ORD), a public repository of structured organic reaction records. Task: describe an organic reaction: reactants, conditions, products, and yield Reactants: C(C)OC(=O)C1(CC=CC1)C=1SC(=CC1)CCl (1-(5-chloromethylthiophen-2-yl)-cyclopent-3-ene carboxylic acid ethyl ester), C(C)OC(=O)C=1NC(=NC1Cl)CCCC (2-butyl-5-chloro-3H-imidazole-4-carboxylic acid ethyl ester). Product: C(C)OC(=O)C=1N(C(=NC1Cl)CCCC)CC=1SC(=CC1)C1(CC=CC1)C(=O)OCC (2-butyl-5-chloro-3-[5-(1-ethoxycarbonylcyclopent-3-enyl)thiophen-2-ylmethyl]-3H-imidazole-4-carboxylic acid ethyl ester). As a reaction SMILES: [CH2:1]([O:3][C:4]([C:6]1([C:11]2[S:12][C:13]([CH2:16]Cl)=[CH:14][CH:15]=2)[CH2:10][CH:9]=[CH:8][CH2:7]1)=[O:5])[CH3:2].[CH2:18]([O:20][C:21]([C:23]1[NH:24][C:25]([CH2:29][CH2:30][CH2:31][CH3:32])=[N:26][C:27]=1[Cl:28])=[O:22])[CH3:19]>>[CH2:18]([O:20][C:21]([C:23]1[N:24]([CH2:16][C:13]2[S:12][C:11]([C:6]3([C:4]([O:3][CH2:1][CH3:2])=[O:5])[CH2:7][CH:8]=[CH:9][CH2:10]3)=[CH:15][CH:14]=2)[C:25]([CH2:29][CH2:30][CH2:31][CH3:32])=[N:26][C:27]=1[Cl:28])=[O:22])[CH3:19]. Reported procedure: Alkylation was carried out on 1-(5-chloromethylthiophen-2-yl)cyclopent-3-ene carboxylic acid ethyl ester (5) as described in Example 1, Step 5, using 2-butyl-5-chloro-3H-imidazole-4-carboxylic acid ethyl ester (69) to yield the title compound (71).